From a dataset of the Open Reaction Database (ORD), a public repository of structured organic reaction records. describe an organic reaction: reactants, conditions, products, and yield Reactants: CC1(CC(NC2=CC(=CC=C12)C#C)OC(C)C)C (4,4-dimethyl-2-isopropoxy-1,2,3,4-tetrahydro-7-ethynylquinoline), CC1(CC(NC2=CC(=CC=C12)C#C)OC(C)C)C (4,4-dimethyl-2-isopropoxy-1,2,3,4-tetrahydro-7-ethynylquinoline), [Li+].[OH-] (LiOH), CO (methanol). The solvent is O1CCCC1 (tetrahydrofuran). Reaction conditions: time 2 hour. Product: CC1(CC(=NC2=CC(=CC=C12)C#CC1=CC=C(C(=O)O)C=C1)OC(C)C)C (4-[(4,4-Dimethyl-2-isopropoxy-3,4-dihydro-7-quinolinyl)ethynyl]benzoic acid). As a reaction SMILES: [CH3:1][C:2]1([CH3:18])[C:11]2[C:6](=[CH:7][C:8]([C:12]#[CH:13])=[CH:9][CH:10]=2)[NH:5][CH:4]([O:14][CH:15]([CH3:17])[CH3:16])[CH2:3]1.[Li+].[OH-:20].[CH3:21][OH:22]>O1CCCC1>[CH3:1][C:2]1([CH3:18])[C:11]2[C:6](=[CH:7][C:8]([C:12]#[C:13][C:6]3[CH:11]=[CH:10][C:9]([C:21]([OH:22])=[O:20])=[CH:8][CH:7]=3)=[CH:9][CH:10]=2)[N:5]=[C:4]([O:14][CH:15]([CH3:16])[CH3:17])[CH2:3]1 |f:1.2|. Reported procedure: To a solution of 0.0586 g (0.15 mmol) of 4,4-dimethyl-2-iso-propoxy-1,2,3,4-tetrahydro-7-ethynylquinoline (Compound 27) in 3.0 ml of tetrahydrofuran were added 1.0 ml (1.1 mmol) of 1.1M aqueous LiOH and 1.0 ml of methanol. The resulting solution was stirred at room temperature for 2 h. The reaction mixture was then concentrated and water was added to the residue. The aqueous layer was acidified to pH=1 with 10% HCl, and extracted with diethyl ether (2×). The organic layers were dried (MgSO4), fi...